Dataset: the Open Reaction Database (ORD), a public repository of structured organic reaction records. Task: describe an organic reaction: reactants, conditions, products, and yield Reactants: O1C(OCC1)C(C)[C@H]1CC[C@H]2C3=CC=C4C[C@H](C[C@@H]([C@]4(C)[C@H]3CC[C@]12C)O)OCOC (20-(1,3-dioxolan-2-yl)-3β-(methoxymethyl)oxypregna-5,7-dien-1α-ol), CC1(COC(OC1)C(C)[C@H]1CC[C@H]2C3=CC=C4C[C@H](C[C@@H]([C@]4(C)[C@H]3CC[C@]12C)OC(=O)OC)OC(=O)OC)C (20-(5,5-dimethyl-1,3-dioxan-2-yl)-1α,3β-bis(methoxycarbonyloxy)pregna-5,7-diene). Yields the product O[C@H]1C[C@@H](CC2=CC=C3[C@@H]4CC[C@H](C(C)C=O)[C@]4(CC[C@@H]3[C@@]12C)C)OCOC (1α-hydroxy-3β-(methoxymethyl)oxypregna-5,7-diene-20-carbaldehyde). Yield: 59.0%. As a reaction SMILES: [O:1]1CCO[CH:2]1[CH:6]([C@@H:8]1[C@:25]2([CH3:26])[C@H:11]([C:12]3[C@H:22]([CH2:23][CH2:24]2)[C@:20]2([CH3:21])[C:15]([CH2:16][C@@H:17]([O:28][CH2:29][O:30][CH3:31])[CH2:18][C@@H:19]2[OH:27])=[CH:14][CH:13]=3)[CH2:10][CH2:9]1)[CH3:7].CC1(C)COC(C([C@@H]2[C@]3(C)[C@H](C4[C@H](CC3)[C@]3(C)C(C[C@@H](OC(OC)=O)C[C@@H]3OC(OC)=O)=CC=4)CC2)C)OC1>>[OH:27][C@@H:19]1[C@@:20]2([CH3:21])[C:15](=[CH:14][CH:13]=[C:12]3[C@@H:22]2[CH2:23][CH2:24][C@@:25]2([CH3:26])[C@H:11]3[CH2:10][CH2:9][C@@H:8]2[CH:6]([CH:2]=[O:1])[CH3:7])[CH2:16][C@@H:17]([O:28][CH2:29][O:30][CH3:31])[CH2:18]1. Procedure details: The reaction and workup procedures of Example 156 were repeated except that 100 mg of 20-(1,3-dioxolan-2-yl)-3β-(methoxymethyl)oxypregna-5,7-dien-1α-ol was used in lieu of 100 mg of 20-(5,5-dimethyl-1,3-dioxan-2-yl)-1α,3β-bis(methoxycarbonyloxy)pregna-5,7-diene to give 53 mg of 1α-hydroxy-3β-(methoxymethyl)oxypregna-5,7-diene-20-carbaldehyde showing the following physical properties. The reactants are Cl (hydrochloric acid), CC1(C=2C=CC(=CC2C(CC1)(C)C)SC#CC1=CC=C(C(=O)OC)C=C1)C (methyl 4-(5,5,8,8-tetramethyl-5,6,7,8-tetrahydro-2-naphthylsulphanylethynyl)benzoate), [OH-].[Li+] (lithium hydroxide), CCOCC.O (Et2O water). The solvent is C1CCOC1 (THF). Yields the product CC1(C=2C=CC(=CC2C(CC1)(C)C)SC#CC1=CC=C(C(=O)O)C=C1)C (4-(5,5,8,8-Tetramethyl-5,6,7,8-tetrahydro-2-naphthylsulphanylethynyl)benzoic acid). Reaction SMILES: [CH3:1][C:2]1([CH3:27])[CH2:11][CH2:10][C:9]([CH3:13])([CH3:12])[C:8]2[CH:7]=[C:6]([S:14][C:15]#[C:16][C:17]3[CH:26]=[CH:25][C:20]([C:21]([O:23]C)=[O:22])=[CH:19][CH:18]=3)[CH:5]=[CH:4][C:3]1=2.[OH-].[Li+].CCOCC.O.Cl>C1COCC1>[CH3:1][C:2]1([CH3:27])[CH2:11][CH2:10][C:9]([CH3:12])([CH3:13])[C:8]2[CH:7]=[C:6]([S:14][C:15]#[C:16][C:17]3[CH:18]=[CH:19][C:20]([C:21]([OH:23])=[O:22])=[CH:25][CH:26]=3)[CH:5]=[CH:4][C:3]1=2 |f:1.2,3.4|. Procedure: A solution of methyl 4-(5,5,8,8-tetramethyl-5,6,7,8-tetrahydro-2-naphthylsulphanylethynyl)benzoate (590 mg, 1.6 mmol) and of lithium hydroxide (383 mg, 9.3 mmol) in THF is refluxed for 24 hours. The reaction mixture is poured into an Et2O/water mixture, acidified to pH 1 with concentrated hydrochloric acid solution, and extracted once with ethyl ether. After separation of the phases by settling, the organic phase is washed twice with water, dried over magnesium sulphate and concentrated on a rot... Reactants: Br, Br, CC(C)[SiH](C)C(C)C. Product: CC(C)[Si](C)(Br)C(C)C. Reaction SMILES: [Br:9].[BrH:10].[CH3:1][SiH:2]([CH:3]([CH3:4])[CH3:5])[CH:6]([CH3:7])[CH3:8]>>[CH3:1][Si:2]([CH:3]([CH3:4])[CH3:5])([CH:6]([CH3:7])[CH3:8])[Br:10]. The reactants are COC=1C=C(C(=O)Cl)C=C(C1OC)OC (3,4,5-trimethoxybenzoyl chloride), N1=CC=CC=C1 (pyridine), OCCN(C(OC(C)(C)C)=O)C (tert-butyl 2-hydroxyethyl(methyl)carbamate), COC=1C=C(C(=O)Cl)C=C(C1OC)OC (3,4,5-trimethoxybenzoyl chloride), N1=CC=CC=C1 (pyridine). Run in C(C)(=O)OCC (ethyl acetate), C(C)(=O)OCC (ethyl acetate). Conditions: temperature 60 celsius, time 14 hour. The product is Cl.COC=1C=C(C(=O)OCCNC)C=C(C1OC)OC (2-(Methylamino)ethyl 3,4,5-trimethoxybenzoate Hydrochloride). Yield: 58.6%. Reaction SMILES: [OH:1][CH2:2][CH2:3][N:4](C)[C:5](=O)OC(C)(C)C.[CH3:13][O:14][C:15]1[CH:16]=[C:17]([CH:21]=[C:22]([O:26][CH3:27])[C:23]=1[O:24][CH3:25])[C:18]([Cl:20])=[O:19].N1C=CC=CC=1>C(OCC)(=O)C>[ClH:20].[CH3:13][O:14][C:15]1[CH:16]=[C:17]([CH:21]=[C:22]([O:26][CH3:27])[C:23]=1[O:24][CH3:25])[C:18]([O:1][CH2:2][CH2:3][NH:4][CH3:5])=[O:19] |f:4.5|. Procedure: To a mixture of tert-butyl 2-hydroxyethyl(methyl)carbamate (1.75 g) obtained in Reference Example 1 and ethyl acetate (10 mL) were added 3,4,5-trimethoxybenzoyl chloride (2.54 g) and pyridine (0.97 mL). After stirring at 60° C. for 14 hrs., 3,4,5-trimethoxybenzoyl chloride (1.30 g), pyridine (0.97 mL) and ethyl acetate (10 mL) were added, and the mixture was stirred at 60° C. for 24 hrs. The reaction mixture was filtered and ethyl acetate (50 mL) and water (30 mL) were added to the filtrate. Aft... The product is CCCC(=O)NCCN1CCOCC1. As a reaction SMILES: [C:10]([CH2:11][CH2:12][CH3:13])(=[O:14])[Cl:15].[NH2:1][CH2:2][CH2:3][N:4]1[CH2:5][CH2:6][O:7][CH2:8][CH2:9]1>>[NH:1]([CH2:2][CH2:3][N:4]1[CH2:5][CH2:6][O:7][CH2:8][CH2:9]1)[C:10]([CH2:11][CH2:12][CH3:13])=[O:14]. Starting materials: CCCC(=O)Cl, NCCN1CCOCC1. The product is C=C(C)C(O)c1cc(CO[Si](C)(C)C(C)(C)C)ccc1-c1cc(OC)ccc1F. Reactants: [Br-], C=C(C)[Mg+], C1CCOC1, COc1ccc(F)c(-c2ccc(CO[Si](C)(C)C(C)(C)C)cc2C=O)c1. Reaction SMILES: [Br-:27].[C:28](=[CH2:29])([CH3:30])[Mg+:31].[CH2:32]1[O:33][CH2:34][CH2:35][CH2:36]1.[CH3:1][C:2]([CH3:3])([CH3:4])[Si:5]([O:6][CH2:7][c:8]1[cH:9][c:10]([CH:23]=[O:24])[c:11](-[c:14]2[c:15]([F:22])[cH:16][cH:17][c:18]([O:20][CH3:21])[cH:19]2)[cH:12][cH:13]1)([CH3:25])[CH3:26]>>[CH3:1][C:2]([CH3:3])([CH3:4])[Si:5]([O:6][CH2:7][c:8]1[cH:9][c:10]([CH:23]([OH:24])[C:28](=[CH2:29])[CH3:30])[c:11](-[c:14]2[c:15]([F:22])[cH:16][cH:17][c:18]([O:20][CH3:21])[cH:19]2)[cH:12][cH:13]1)([CH3:25])[CH3:26].